Dataset: the Open Reaction Database (ORD), a public repository of structured organic reaction records. Task: describe an organic reaction: reactants, conditions, products, and yield Reactants: NCCCCCCCCN1C(=NC=2C(=NC=3C=CC=CC3C21)N)CCOC (1-(8-aminooctyl)-2-(2-methoxyethyl)-1H-imidazo[4,5-c]quinolin-4-amine), CS(=O)(=O)Cl (methanesulfonyl chloride). Yields the product NC1=NC=2C=CC=CC2C2=C1N=C(N2CCCCCCCCNS(=O)(=O)C)CCOC (N-{8-[4-amino-2-(2-methoxyethyl)-1H-imidazo[4,5-c]quinolin-1-yl]octyl}methanesulfonamide). Isolated yield 74.1%. Reaction SMILES: [NH2:1][CH2:2][CH2:3][CH2:4][CH2:5][CH2:6][CH2:7][CH2:8][CH2:9][N:10]1[C:22]2[C:21]3[CH:20]=[CH:19][CH:18]=[CH:17][C:16]=3[N:15]=[C:14]([NH2:23])[C:13]=2[N:12]=[C:11]1[CH2:24][CH2:25][O:26][CH3:27].[CH3:28][S:29](Cl)(=[O:31])=[O:30]>>[NH2:23][C:14]1[C:13]2[N:12]=[C:11]([CH2:24][CH2:25][O:26][CH3:27])[N:10]([CH2:9][CH2:8][CH2:7][CH2:6][CH2:5][CH2:4][CH2:3][CH2:2][NH:1][S:29]([CH3:28])(=[O:31])=[O:30])[C:22]=2[C:21]2[CH:20]=[CH:19][CH:18]=[CH:17][C:16]=2[N:15]=1. Procedure: Using the general method of Example 242, 1-(8-aminooctyl)-2-(2-methoxyethyl)-1H-imidazo[4,5-c]quinolin-4-amine (800 mg, 2.17 mmol) was reacted with methanesulfonyl chloride (172 μL, 2.17 mmol) to provide 720 mg of N-{8-[4-amino-2-(2-methoxyethyl)-1H-imidazo[4,5-c]quinolin-1-yl]octyl}methanesulfonamide as a yellow powder, m.p. 109-110° C. Analysis: Calculated for C22H33N5O3S: % C, 59.04; % H, 7.43; % N, 15.65; Found: % C, 58.78; % H, 7.38; % N, 15.48. Reactants: O=C(O)c1cc(=O)[nH]c(C2CC2)n1, [O-]Cl, [Na+], [Na+], O, O=S([O-])O. Yields the product O=C(O)c1nc(C2CC2)[nH]c(=O)c1Cl. Reaction SMILES: [CH:1]1([c:4]2[nH:5][c:6](=[O:13])[cH:7][c:8]([C:10](=[O:11])[OH:12])[n:9]2)[CH2:2][CH2:3]1.[Cl:14][O-:15].[Na+:16].[Na+:21].[OH2:22].[S:17](=[O:18])([OH:19])[O-:20]>>[CH:1]1([c:4]2[nH:5][c:6](=[O:13])[c:7]([Cl:14])[c:8]([C:10](=[O:11])[OH:12])[n:9]2)[CH2:2][CH2:3]1. The reactants are ClC1=CC(=NC=2N1N=C(C2)C)NC(C2=CC=C(C=C2)C(C)(C)O)=O (N-(7-chloro-2-methylpyrazolo[1,5-a]pyrimidin-5-yl)-4-(2-hydroxypropan-2-yl)benzamide), N1CC(CC1)O (pyrrolidin-3-ol). Reagents/catalysts: CS(=O)C (DMSO). The solvent is O1CCOCC1 (Dioxane), CO (methanol). Yields the product OC(C)(C)C1=CC=C(C(=O)NC2=NC=3N(C(=C2)N2CC(CC2)O)N=CC3)C=C1 (4-(2-hydroxypropan-2-yl)-N-(7-(3-hydroxypyrrolidin-1-yl)pyrazolo[1,5-a]pyrimidin-5-yl)benzamide). Yield: 22.8%. RXN SMILES: Cl[C:2]1[N:7]2[N:8]=[C:9](C)[CH:10]=[C:6]2[N:5]=[C:4]([NH:12][C:13](=[O:24])[C:14]2[CH:19]=[CH:18][C:17]([C:20]([OH:23])([CH3:22])[CH3:21])=[CH:16][CH:15]=2)[CH:3]=1.[NH:25]1[CH2:29][CH2:28][CH:27]([OH:30])[CH2:26]1>O1CCOCC1.CS(C)=O.CO>[OH:23][C:20]([C:17]1[CH:18]=[CH:19][C:14]([C:13]([NH:12][C:4]2[CH:3]=[C:2]([N:25]3[CH2:29][CH2:28][CH:27]([OH:30])[CH2:26]3)[N:7]3[N:8]=[CH:9][CH:10]=[C:6]3[N:5]=2)=[O:24])=[CH:15][CH:16]=1)([CH3:22])[CH3:21]. Procedure details: A solution of N-(7-chloropyrazolo[1,5-a]pyrimidin-5-yl)-4-(2-hydroxypropan-2-yl)benzamide (2D, 200 mg, 0.604 mmol) and pyrrolidin-3-ol (80 mg, 0.906 mmol) in Dioxane (6 mL) was stirred at 85° C. overnight. After cooling to room temperature, the mixture was diluted with a few drops of DMSO and methanol, and was then purified by preparatory HPLC, 5-95% (MeCN/H2O gradient+0.01% TFA). Lyophilization of the combined fractions gave the titled compound as a white solid (52.5 mg, 23%). 1H NMR (400 MHz, ... Product: CCc1ccc(N2CC(=O)NC(=O)N2)cc1. Reactants: C[O-], C[O-], CO, NC(N)=O, CCc1ccc(N(CC(=O)OC)NC(N)=O)cc1, [Na+]. RXN SMILES: [CH3:23][O-:24].[CH3:26][O-:27].[CH3:28][OH:29].[NH2:1][C:2](=[O:3])[NH2:4].[NH2:5][C:6](=[O:7])[NH:8][N:9]([c:10]1[cH:11][cH:12][c:13]([CH2:16][CH3:17])[cH:14][cH:15]1)[CH2:18][C:19]([O:21][CH3:20])=[O:22].[Na+:25]>>[NH:5]1[C:6](=[O:7])[NH:8][N:9]([c:10]2[cH:11][cH:12][c:13]([CH2:16][CH3:17])[cH:14][cH:15]2)[CH2:18][C:19]1=[O:21]. The reactants are O=C([O-])[O-], CN(C)C=O, CCC(C)Oc1ccc(O)cc1, Cc1cc(CCl)on1, [K+], [K+], O. Yields the product CCC(C)Oc1ccc(OCc2cc(C)no2)cc1. As a reaction SMILES: [C:1](=[O:2])([O-:3])[O-:4].[CH3:28][N:29]([CH3:30])[CH:31]=[O:32].[CH:7]([CH3:8])([CH2:9][CH3:10])[O:11][c:12]1[cH:13][cH:14][c:15]([OH:18])[cH:16][cH:17]1.[Cl:19][CH2:20][c:21]1[cH:22][c:23]([CH3:26])[n:24][o:25]1.[K+:5].[K+:6].[OH2:27]>>[CH:7]([CH3:8])([CH2:9][CH3:10])[O:11][c:12]1[cH:13][cH:14][c:15]([O:18][CH2:20][c:21]2[cH:22][c:23]([CH3:26])[n:24][o:25]2)[cH:16][cH:17]1. Reactants: [Al+3], [Cl-], [Cl-], [Cl-], CC(Cl)Cl, COc1cc(F)ccc1C#N, O. Product: N#Cc1ccc(F)cc1O. Reaction SMILES: [Al+3:15].[Cl-:12].[Cl-:13].[Cl-:14].[Cl:17][CH:18]([Cl:19])[CH3:20].[F:1][c:2]1[cH:3][c:4]([O:10][CH3:11])[c:5]([C:6]#[N:7])[cH:8][cH:9]1.[OH2:16]>>[F:1][c:2]1[cH:3][c:4]([OH:10])[c:5]([C:6]#[N:7])[cH:8][cH:9]1. Starting materials: Cc1cc(C)[nH]n1, CC#N, CCCNc1nc(Cl)nc2ccccc12. Product: Cl, CCCNc1nc(-n2nc(C)cc2C)nc2ccccc12. As a reaction SMILES: [CH3:16][c:17]1[n:18][nH:19][c:20]([CH3:22])[cH:21]1.[CH3:23][C:24]#[N:25].[Cl:1][c:2]1[n:3][c:4]2[cH:5][cH:6][cH:7][cH:8][c:9]2[c:10]([NH:12][CH2:13][CH2:14][CH3:15])[n:11]1>>[ClH:1].[c:2]1(-[n:19]2[n:18][c:17]([CH3:16])[cH:21][c:20]2[CH3:22])[n:3][c:4]2[cH:5][cH:6][cH:7][cH:8][c:9]2[c:10]([NH:12][CH2:13][CH2:14][CH3:15])[n:11]1.